describe an organic reaction: reactants, conditions, products, and yield From a dataset of the Open Reaction Database (ORD), a public repository of structured organic reaction records. Reactants: C(C)(=O)SCCNC(CCNC([C@@H](C(COP(OP(OC[C@@H]1[C@H]([C@H]([C@@H](O1)N1C=NC=2C(N)=NC=NC12)O)OP(=O)(O)O)(=O)O)(=O)O)(C)C)O)=O)=O (acetyl-CoA), C(CC=C)O (3-butene-1-ol), C(CC(=O)O)(=O)SCCNC(CCNC([C@@H](C(COP(OP(OC[C@@H]1[C@H]([C@H]([C@@H](O1)N1C=NC=2C(N)=NC=NC12)O)OP(=O)(O)O)(=O)O)(=O)O)(C)C)O)=O)=O (malonyl-CoA), C(C)(=O)SCCNC(CCNC([C@@H](C(COP(OP(OC[C@@H]1[C@H]([C@H]([C@@H](O1)N1C=NC=2C(N)=NC=NC12)O)OP(=O)(O)O)(=O)O)(=O)O)(C)C)O)=O)=O (acetyl-CoA), C=CC=C (butadiene), C(C=CC=C)(=O)[O-] (2,4-pentadienoate), C(CC(=O)O)(=O)SCCNC(CCNC([C@@H](C(COP(OP(OC[C@@H]1[C@H]([C@H]([C@@H](O1)N1C=NC=2C(N)=NC=NC12)O)OP(=O)(O)O)(=O)O)(=O)O)(C)C)O)=O)=O (malonyl-CoA). Yields the product O=C(CC(=O)SCCNC(CCNC([C@@H](C(COP(OP(OC[C@@H]1[C@H]([C@H]([C@@H](O1)N1C=NC=2C(N)=NC=NC12)O)OP(=O)(O)O)(=O)O)(=O)O)(C)C)O)=O)=O)CC(=O)O (3-oxoglutaryl-CoA). As a reaction SMILES: C(O)CC=C.C=CC=C.C([O-])(=O)C=CC=C.[C:17](SCCNC(=O)CCNC(=O)[C@H](O)C(C)(C)COP(O)(=O)OP(O)(=O)OC[C@H]1O[C@@H](N2C3N=CN=C(N)C=3N=C2)[C@H](O)[C@@H]1OP(O)(O)=O)(=[O:22])[CH2:18][C:19]([OH:21])=[O:20].[C:71]([S:74][CH2:75][CH2:76][NH:77][C:78](=[O:121])[CH2:79][CH2:80][NH:81][C:82](=[O:120])[C@H:83]([OH:119])[C:84]([CH3:118])([CH3:117])[CH2:85][O:86][P:87]([OH:116])(=[O:115])[O:88][P:89]([OH:114])(=[O:113])[O:90][CH2:91][C@H:92]1[O:96][C@@H:95]([N:97]2[C:106]3[N:105]=[CH:104][N:103]=[C:101]([NH2:102])[C:100]=3[N:99]=[CH:98]2)[C@H:94]([OH:107])[C@@H:93]1[O:108][P:109]([OH:112])([OH:111])=[O:110])(=[O:73])[CH3:72]>>[O:22]=[C:17]([CH2:18][C:19]([OH:21])=[O:20])[CH2:72][C:71]([S:74][CH2:75][CH2:76][NH:77][C:78](=[O:121])[CH2:79][CH2:80][NH:81][C:82](=[O:120])[C@H:83]([OH:119])[C:84]([CH3:117])([CH3:118])[CH2:85][O:86][P:87]([OH:116])(=[O:115])[O:88][P:89]([OH:114])(=[O:113])[O:90][CH2:91][C@H:92]1[O:96][C@@H:95]([N:97]2[C:106]3[N:105]=[CH:104][N:103]=[C:101]([NH2:102])[C:100]=3[N:99]=[CH:98]2)[C@H:94]([OH:107])[C@@H:93]1[O:108][P:109]([OH:112])([OH:111])=[O:110])=[O:73]. Procedure details: Pathways to 3-butene-1-ol, butadiene and 2,4-pentadienoate from malonyl-CoA and acetyl-CoA are shown in FIG. 21. In these pathways, malonyl-CoA and acetyl-CoA are joined by a thiolase to form 3-oxoglutaryl-CoA. This intermediate can then be converted to 3,5-dihydroxypentanoate by several alternate routes (Steps B/C/D, Steps B/G, Steps H/I/J, Steps H/L/D, K/J). Once formed, 3,5-dihydroxypentanoate can be decarboxylated by a 3-hydroxyacid decarboxylase to form 3-butene-1-ol (Step M). Subsequent de... Reactants: O (water), C1(\C=C/C(=O)O1)=O (maleic anhydride), C1C=CC2C1C3CC2C=C3 (dicyclopentadiene). The product is C(\C=C/C(=O)O)(=O)O (maleic acid), C1C=CC2C1C3CC2C=C3 (dicyclopentadiene). RXN SMILES: [C:1]1(=[O:7])[O:6][C:4](=[O:5])[CH:3]=[CH:2]1.[CH2:8]1[CH:12]2[CH:13]3[CH:17]=[CH:16][CH:15]([CH:11]2[CH:10]=[CH:9]1)[CH2:14]3.[OH2:18]>>[C:1]([OH:6])(=[O:7])/[CH:2]=[CH:3]\[C:4]([OH:18])=[O:5].[CH2:8]1[CH:12]2[CH:13]3[CH:17]=[CH:16][CH:15]([CH:11]2[CH:10]=[CH:9]1)[CH2:14]3. Procedure: 196 parts maleic anhydride, 278 parts (95% pure) dicyclopentadiene and 36 parts demineralized water were placed into a four-necked flask, and addition reaction was performed under nitrogen stream at 130° C. for 3 hours to obtain an addition product of maleic acid to dicyclopentadiene. Next, 118 parts phthalic anhydride and 124 parts ethylene glycol were added and mixed. Then the mixture was dehydrated and condensed in a widely-used manner under nitrogen stream at 200° C. for 8 hours to obtain a ... The reactants are BrCC(C)Br (1,2-dibromopropane), [Mg] (Magnesium), C(C)(C)[Mg]Cl (isopropylmagnesium chloride), [Mg] (magnesium), ClC(C)C (2-chloropropane), ClC1=CC=C(C=C1)C1(CCC1)C#N (1-(4-Chlorophenyl)cyclobutanecarbonitrile), ClC(CO)C (2-chloropropan-1-ol). Run in O1CCCC1 (tetrahydrofuran), O1CCCC1 (tetrahydrofuran). Product: NC(CCCO)C1(CCC1)C1=CC=C(C=C1)Cl (4-amino-4-[1-(4-chlorophenyl)cyclobutyl]butan-1-ol). RXN SMILES: C([Mg]Cl)(C)C.[Mg].ClC(C)C.Cl[CH:12]([CH3:15])[CH2:13][OH:14].BrCC(Br)C.[Cl:21][C:22]1[CH:27]=[CH:26][C:25]([C:28]2([C:32]#[N:33])[CH2:31][CH2:30][CH2:29]2)=[CH:24][CH:23]=1>O1CCCC1>[NH2:33][CH:32]([C:28]1([C:25]2[CH:24]=[CH:23][C:22]([Cl:21])=[CH:27][CH:26]=2)[CH2:29][CH2:30][CH2:31]1)[CH2:15][CH2:12][CH2:13][OH:14]. Procedure: A solution of isopropylmagnesium chloride [prepared by the reaction of magnesium (2.4 g) and 2-chloropropane (10 ml) in tetrahydrofuran (30 ml)] was added dropwise under argon at -20° C. to a solution of 2-chloropropan-1-ol (9.45 g) in tetrahydrofuran (100 ml). Magnesium (3.6 g) was added and the mixture was allowed to stand for twenty minutes and was then heated under relux in the presence of 1,2-dibromopropane for 40 minutes. 1-(4-Chlorophenyl)cyclobutanecarbonitrile (9 g) was added and the mi... RXN SMILES: [CH3:27][C:28]#[N:29].[CH:18]([N:19]([CH2:20][CH3:21])[CH:22]([CH3:23])[CH3:24])([CH3:25])[CH3:26].[Cl:1][c:2]1[cH:3][c:4]([CH2:5][NH2:6])[cH:7][cH:8][c:9]1[F:10].[S:11]1[C:12](=[S:13])[NH:14][C:15](=[O:16])[CH2:17]1>>[Cl:1][c:2]1[cH:3][c:4]([CH2:5][NH:6][C:12]2=[N:14][C:15](=[O:16])[CH2:17][S:11]2)[cH:7][cH:8][c:9]1[F:10]. Starting materials: CC#N, CCN(C(C)C)C(C)C, NCc1ccc(F)c(Cl)c1, O=C1CSC(=S)N1. Yields the product O=C1CSC(NCc2ccc(F)c(Cl)c2)=N1. Starting materials: FC1=C(C(=O)N)C=CC=C1 (2-fluorobenzamide), ClCC(=O)CCl (1,3-dichloroacetone). The solvent is CCOC(=O)C (EtOAc). Conditions: temperature 130 celsius. The product is ClCC=1N=C(OC1)C1=C(C=CC=C1)F (4-(chloromethyl)-2-(2-fluorophenyl)oxazole). The yield is 65.8%. RXN SMILES: [F:1][C:2]1[CH:10]=[CH:9][CH:8]=[CH:7][C:3]=1[C:4]([NH2:6])=[O:5].[Cl:11][CH2:12][C:13]([CH2:15]Cl)=O>CCOC(C)=O>[Cl:11][CH2:12][C:13]1[N:6]=[C:4]([C:3]2[CH:7]=[CH:8][CH:9]=[CH:10][C:2]=2[F:1])[O:5][CH:15]=1. Procedure: A mixture of 2-fluorobenzamide (500 mg, 3.59 mmol) and 1,3-dichloroacetone (1.82 g, 14.36 mmol) was heated to 130° C. for 2 h in a sealed tube. The reaction mixture was diluted with EtOAc and washed with water and brine. Solvent was removed under reduced pressure and the crude product was purified by column chromatography (silica gel 60-120 mesh, eluent 2-3% EtOAc in petroleum ether) to afford 4-(chloromethyl)-2-(2-fluorophenyl)oxazole (500 mg, yield 66%) as a white solid. 1H NMR (300 MHz, CDCl3... The reactants are S(=O)(Cl)Cl (thionyl chloride), CO (methanol), NC1CC(CCC1)CCC(=O)O (3-(3-aminocyclohexyl)propanoic acid). Run at time 10 minute. Yields the product Cl.NC1CC(CCC1)CCC(=O)OC (Methyl 3-(3-aminocyclohexyl)propanoate hydrochloride). As a reaction SMILES: S(Cl)([Cl:3])=O.[NH2:5][CH:6]1[CH2:11][CH2:10][CH2:9][CH:8]([CH2:12][CH2:13][C:14]([OH:16])=[O:15])[CH2:7]1.[CH3:17]O>>[ClH:3].[NH2:5][CH:6]1[CH2:11][CH2:10][CH2:9][CH:8]([CH2:12][CH2:13][C:14]([O:16][CH3:17])=[O:15])[CH2:7]1 |f:3.4|. Procedure details: At −5° C., 1.9 ml (25.7 mmol) of thionyl chloride were slowly added dropwise to 50 ml of methanol, and the mixture was stirred at this temperature for 10 min. 2 g (11.7 mmol) of 3-(3-aminocyclohexyl)propanoic acid were then added in one portion, and the reaction mixture was stirred at room temperature overnight. After the reaction had gone to completion, the solvent was evaporated under reduced pressure. This gave 2.46 g (11.1 mmol, 95% of theory) of a colorless solid.